This data is from the Open Reaction Database (ORD), a public repository of structured organic reaction records. The task is: describe an organic reaction: reactants, conditions, products, and yield Starting materials: N1N=CN=C1 (1,2,4-triazole), [H-].[Na+] (sodium hydride), C(C)OC(CC=1C=C(C(=CC1)OC)C1=C(C=C(C=C1)C(F)(F)F)CN(CC)C(CCl)=O)=O ((2′-{[(2-Chloro-acetyl)-ethyl-amino]-methyl}-6-methoxy-4′-trifluoromethyl-biphenyl-3-yl)-acetic acid ethyl ester). The reagents and catalysts are [I-].C(CCC)[N+](CCCC)(CCCC)CCCC (tetrabutylammonium iodide). Run in CCOC(=O)C (EtOAc), O (H2O), CN(C)C=O (DMF), CN(C)C=O (DMF). Reaction conditions: time 30 minute. The product is C(C)OC(CC=1C=C(C(=CC1)OC)C1=C(C=C(C=C1)C(F)(F)F)CN(C(CN1N=CN=C1)=O)CC)=O ((2′-{[Ethyl-(2-[1,2,4]triazol-1-yl-acetyl)-amino]-methyl}-6-methoxy-4′-trifluoromethyl-biphenyl-3-yl)-acetic acid ethyl ester). RXN SMILES: [NH:1]1[CH:5]=[N:4][CH:3]=[N:2]1.[H-].[Na+].[CH2:8]([O:10][C:11](=[O:39])[CH2:12][C:13]1[CH:14]=[C:15]([C:21]2[CH:26]=[CH:25][C:24]([C:27]([F:30])([F:29])[F:28])=[CH:23][C:22]=2[CH2:31][N:32]([C:35](=[O:38])[CH2:36]Cl)[CH2:33][CH3:34])[C:16]([O:19][CH3:20])=[CH:17][CH:18]=1)[CH3:9]>CN(C=O)C.[I-].C([N+](CCCC)(CCCC)CCCC)CCC.CCOC(C)=O.O>[CH2:8]([O:10][C:11](=[O:39])[CH2:12][C:13]1[CH:14]=[C:15]([C:21]2[CH:26]=[CH:25][C:24]([C:27]([F:29])([F:30])[F:28])=[CH:23][C:22]=2[CH2:31][N:32]([CH2:33][CH3:34])[C:35](=[O:38])[CH2:36][N:1]2[CH:5]=[N:4][CH:3]=[N:2]2)[C:16]([O:19][CH3:20])=[CH:17][CH:18]=1)[CH3:9] |f:1.2,5.6|. Procedure details: To a solution of 1,2,4-triazole (0.042 g, 0.61 mmol) in DMF at 0° C. was added sodium hydride (60% in mineral oil; 0.044 g, 1.1 mmol), and the mixture was stirred for 30 minutes. (2′-{[(2-Chloro-acetyl)-ethyl-amino]-methyl}-6-methoxy-4′-trifluoromethyl-biphenyl-3-yl)-acetic acid ethyl ester (0.55 mmol) in DMF was added, followed by tetrabutylammonium iodide (0.1022 g, 0.06 mmol), and the reaction was warmed to room temperature and stirred for 1.5 hours. The mixture was diluted with EtOAc and H2O... Reactants: Example 1 ( g ), C(C1=CC=CC=C1)Br (benzyl bromide), OCCCC1=CC=C(C=C1)C1C(CN(CC1)C(=O)OC(C)(C)C)OCC1=CC2=CC=CC=C2C=C1 (tert-butyl (3RS,4RS)-4-[4-(3-hydroxy-propyl)-phenyl]-3-(naphthalen-2-ylmethoxy)-piperidine-1-carboxylate), Example 24 ( t ). Product: C(C1=CC=CC=C1)OCCCC1=CC=C(C=C1)C1C(CN(CC1)C(=O)OC(C)(C)C)OCC1=CC2=CC=CC=C2C=C1 (tert-butyl (3RS,4RS)-4-[4-(3-benzyloxy-propyl)-phenyl]-3-(naphthalen-2-ylmethoxy)-piperidine-1-carboxylate). RXN SMILES: [OH:1][CH2:2][CH2:3][CH2:4][C:5]1[CH:10]=[CH:9][C:8]([CH:11]2[CH2:16][CH2:15][N:14]([C:17]([O:19][C:20]([CH3:23])([CH3:22])[CH3:21])=[O:18])[CH2:13][CH:12]2[O:24][CH2:25][C:26]2[CH:35]=[CH:34][C:33]3[C:28](=[CH:29][CH:30]=[CH:31][CH:32]=3)[CH:27]=2)=[CH:7][CH:6]=1.[CH2:36](Br)[C:37]1[CH:42]=[CH:41][CH:40]=[CH:39][CH:38]=1>>[CH2:36]([O:1][CH2:2][CH2:3][CH2:4][C:5]1[CH:6]=[CH:7][C:8]([CH:11]2[CH2:16][CH2:15][N:14]([C:17]([O:19][C:20]([CH3:21])([CH3:22])[CH3:23])=[O:18])[CH2:13][CH:12]2[O:24][CH2:25][C:26]2[CH:35]=[CH:34][C:33]3[C:28](=[CH:29][CH:30]=[CH:31][CH:32]=3)[CH:27]=2)=[CH:9][CH:10]=1)[C:37]1[CH:42]=[CH:41][CH:40]=[CH:39][CH:38]=1. Reported procedure: In an analogous manner to that described in Example 1 (g), by alkylating tert-butyl (3RS,4RS)-4-[4-(3-hydroxy-propyl)-phenyl]-3-(naphthalen-2-ylmethoxy)-piperidine-1-carboxylate [Example 24 (t)] with benzyl bromide therer was obtained tert-butyl (3RS,4RS)-4-[4-(3-benzyloxy-propyl)-phenyl]-3-(naphthalen-2-ylmethoxy)-piperidine-1-carboxylate as a colourless, amorphous solid, which was used in the next step without characterization. The reactants are C(C=C)C=1C=C(C=CC1OCC1CO1)C=1CCC(NN1)=O (6-[3-allyl-4-(2,3-epoxypropoxy)-phenyl]-4,5-dihydro-3(2H)-pyridazinone), C(C)(C)N (isopropylamine). The solvent is CO (methanol). Yields the product C(C=C)C=1C=C(C=CC1OCC(CNC(C)C)O)C=1CCC(NN1)=O (6-[3-Allyl-4-(2-hydroxy-3-isopropylaminopropoxy)phenyl]-4,5-dihydro-3(2H)-pyridazinone). The yield is 119.4%. As a reaction SMILES: [CH2:1]([C:4]1[CH:5]=[C:6]([C:15]2[CH2:16][CH2:17][C:18](=[O:21])[NH:19][N:20]=2)[CH:7]=[CH:8][C:9]=1[O:10][CH2:11][CH:12]1[O:14][CH2:13]1)[CH:2]=[CH2:3].[CH:22]([NH2:25])([CH3:24])[CH3:23]>CO>[CH2:1]([C:4]1[CH:5]=[C:6]([C:15]2[CH2:16][CH2:17][C:18](=[O:21])[NH:19][N:20]=2)[CH:7]=[CH:8][C:9]=1[O:10][CH2:11][CH:12]([OH:14])[CH2:13][NH:25][CH:22]([CH3:24])[CH3:23])[CH:2]=[CH2:3]. Procedure: A stirred mixture of 6-[3-allyl-4-(2,3-epoxypropoxy)-phenyl]-4,5-dihydro-3(2H)-pyridazinone (46g, 0.16 mole), methanol (500 ml) and isopropylamine (85 ml, 1 mole) was heated under reflux for 60 minutes. Evaporation of the solution under reduced pressure gave an oil (66 g) which was purified on a silica column by elution with mixtures of chloroform and methanol to give 6-[3-allyl-4-(2-hydroxy-3-isopropylaminopropoxy)phenyl]-4,5-dihydro-3(2H)-pyridazinone (45g, 85%, m.p. 94°-96.5° C). The hemisulp... Reactants: C(C)(C)(C)OC(NC1=C(C=C(C(=C1)OC)C(F)(F)F)N)=O ((2-amino-5-methoxy-4-trifluoromethyl-phenyl)-carbamic acid tert-butyl ester), C(C)(C)(C)OC(CC(C1=CC(=CC=C1)C1=CC=NC=C1)=O)=O (3-oxo-3-(3-pyridin-4-yl-phenyl)-propionic acid tert-butyl ester). Product: C(C)(C)(C)OC(NC1=C(C=C(C(=C1)OC)C(F)(F)F)NC(CC(C1=CC(=CC=C1)C1=CC=NC=C1)=O)=O)=O ({5-Methoxy-2-[3-oxo-3-(3-pyridin-4-yl-phenyl)-propionylamino]-4-trifluoromethyl-phenyl}-carbamic acid tert-butyl ester), solid. RXN SMILES: [C:1]([O:5][C:6](=[O:21])[NH:7][C:8]1[CH:13]=[C:12]([O:14][CH3:15])[C:11]([C:16]([F:19])([F:18])[F:17])=[CH:10][C:9]=1[NH2:20])([CH3:4])([CH3:3])[CH3:2].C([O:26][C:27](=O)[CH2:28][C:29](=[O:42])[C:30]1[CH:35]=[CH:34][CH:33]=[C:32]([C:36]2[CH:41]=[CH:40][N:39]=[CH:38][CH:37]=2)[CH:31]=1)(C)(C)C>>[C:1]([O:5][C:6](=[O:21])[NH:7][C:8]1[CH:13]=[C:12]([O:14][CH3:15])[C:11]([C:16]([F:19])([F:18])[F:17])=[CH:10][C:9]=1[NH:20][C:27](=[O:26])[CH2:28][C:29](=[O:42])[C:30]1[CH:35]=[CH:34][CH:33]=[C:32]([C:36]2[CH:37]=[CH:38][N:39]=[CH:40][CH:41]=2)[CH:31]=1)([CH3:4])([CH3:2])[CH3:3]. Procedure: The title compound was prepared from (2-amino-5-methoxy-4-trifluoromethyl-phenyl)-carbamic acid tert-butyl ester (Example J7) and 3-oxo-3-(3-pyridin-4-yl-phenyl)-propionic acid tert-butyl ester (Example K2) according to the general procedure M. Obtained as a light yellow solid (271 mg). Starting materials: C(C)(C)(C)OC(=O)N1CCN(CC1)C1=NC=2N(C(N(C(C2N1C1=C(C=CC=C1)C=O)=O)C)=O)C (4-[7-(2-Formylphenyl)-1,3-dimethyl-2,6-dioxo-2,3,6,7-tetrahydro-1H-purin-8-yl]piperazine-1-carboxylic acid tert-butyl ester), [BH4-].[Na+] (sodium borohydride). The solvent is O1CCCC1 (tetrahydrofuran), C(C)O (ethanol), C(C)(=O)OCC (ethyl acetate). Reaction conditions: time 1 hour. Product: C(C)(C)(C)OC(=O)N1CCN(CC1)C1=NC=2N(C(N(C(C2N1C1=C(C=CC=C1)CO)=O)C)=O)C (4-[7-(2-hydroxymethylphenyl)-1,3-dimethyl-2,6-dioxo-2,3,6,7-tetrahydro-1H-purin-8-yl]piperazine-1-carboxylic acid tert-butyl ester). Isolated yield 103.3%. RXN SMILES: [C:1]([O:5][C:6]([N:8]1[CH2:13][CH2:12][N:11]([C:14]2[N:22]([C:23]3[CH:28]=[CH:27][CH:26]=[CH:25][C:24]=3[CH:29]=[O:30])[C:21]3[C:20](=[O:31])[N:19]([CH3:32])[C:18](=[O:33])[N:17]([CH3:34])[C:16]=3[N:15]=2)[CH2:10][CH2:9]1)=[O:7])([CH3:4])([CH3:3])[CH3:2].[BH4-].[Na+]>O1CCCC1.C(O)C.C(OCC)(=O)C>[C:1]([O:5][C:6]([N:8]1[CH2:13][CH2:12][N:11]([C:14]2[N:22]([C:23]3[CH:28]=[CH:27][CH:26]=[CH:25][C:24]=3[CH2:29][OH:30])[C:21]3[C:20](=[O:31])[N:19]([CH3:32])[C:18](=[O:33])[N:17]([CH3:34])[C:16]=3[N:15]=2)[CH2:10][CH2:9]1)=[O:7])([CH3:4])([CH3:3])[CH3:2] |f:1.2|. Procedure: 4-[7-(2-Formylphenyl)-1,3-dimethyl-2,6-dioxo-2,3,6,7-tetrahydro-1H-purin-8-yl]piperazine-1-carboxylic acid tert-butyl ester (27 mg) was dissolved in anhydrous tetrahydrofuran (0.5 ml) and ethanol (0.5 ml), and sodium borohydride (20 mg) was added thereto. The reaction solution was stirred at room temperature for 1 hour, diluted with ethyl acetate, and washed with 1 N hydrochloric acid. The organic layer was dried over anhydrous magnesium sulfate, filtered, and the filtrate was concentrated under... Starting materials: [Br-], [Li]CCCC, CCOc1ccc(C=O)c(O[Si](C)(C)C(C)(C)C)c1O[Si](C)(C)C(C)(C)C, C1CCOC1, COc1cc(C[PH3+])cc(OC)c1OC, O. Yields the product CCOc1ccc(C=Cc2cc(OC)c(OC)c(OC)c2)c(O[Si](C)(C)C(C)(C)C)c1O[Si](C)(C)C(C)(C)C. RXN SMILES: [Br-:6].[CH2:1]([Li:2])[CH2:3][CH2:4][CH3:5].[CH2:21]([CH3:22])[O:23][c:24]1[c:25]([O:40][Si:41]([CH3:42])([CH3:43])[C:44]([CH3:45])([CH3:46])[CH3:47])[c:26]([O:32][Si:33]([CH3:34])([CH3:35])[C:36]([CH3:37])([CH3:38])[CH3:39])[c:27]([CH:28]=[O:29])[cH:30][cH:31]1.[CH2:49]1[O:50][CH2:51][CH2:52][CH2:53]1.[CH3:7][O:8][c:9]1[cH:10][c:11]([CH2:12][PH3+:13])[cH:14][c:15]([O:19][CH3:20])[c:16]1[O:17][CH3:18].[OH2:48]>>[CH3:7][O:8][c:9]1[cH:10][c:11]([CH:12]=[CH:28][c:27]2[c:26]([O:32][Si:33]([CH3:34])([CH3:35])[C:36]([CH3:37])([CH3:38])[CH3:39])[c:25]([O:40][Si:41]([CH3:42])([CH3:43])[C:44]([CH3:45])([CH3:46])[CH3:47])[c:24]([O:23][CH2:21][CH3:22])[cH:31][cH:30]2)[cH:14][c:15]([O:19][CH3:20])[c:16]1[O:17][CH3:18]. The reactants are ( 1 ), ClC1=C(C=CC(=C1)Cl)O (2,4-dichlorophenol), P(=O)(Cl)(Cl)Cl (phosphorus oxychloride), ClC1=C(C=CC(=C1)Cl)O (2,4-dichlorophenol), P(=O)(Cl)(Cl)Cl (phosphorus oxychloride), ( 2 ). The product is ClC1=C(C=CC(=C1)Cl)OP(OC1=C(C=C(C=C1)Cl)Cl)(=O)Cl (Bis(2,4-dichlorophenyl)phosphorochloridate). As a reaction SMILES: [Cl:1][C:2]1[CH:7]=[C:6]([Cl:8])[CH:5]=[CH:4][C:3]=1[OH:9].[P:10]([Cl:14])(Cl)(Cl)=[O:11]>>[Cl:1][C:2]1[CH:7]=[C:6]([Cl:8])[CH:5]=[CH:4][C:3]=1[O:9][P:10]([Cl:14])(=[O:11])[O:9][C:3]1[CH:4]=[CH:5][C:6]([Cl:8])=[CH:7][C:2]=1[Cl:1]. Reported procedure: The title compound was prepared by the general method of Example 1 with the following modifications. (1) The molar ratio of 2,4-dichlorophenol to phosphorus oxychloride was increased from 1.33 to 1.85 by using 189.99 g (1.165 mole) of 2,4-dichlorophenol and 96.60 g (0.63 mole) of phosphorus oxychloride. (2) The reaction time at 120° was increased to about 24 hours. (3) The product was crystallized using a larger quantity of hexane (570 ml, or 3 ml per gram of starting 2,4-dichlorophenol) at -15°...